This data is from the Open Reaction Database (ORD), a public repository of structured organic reaction records. The task is: describe an organic reaction: reactants, conditions, products, and yield The reactants are NC1=CC=C(C#N)C=C1 (4-amino-benzonitrile), C(C1=CC=CC=C1)C1CCN(CC1)C(C(=O)O)=O ((4-benzyl-piperidin-1-yl)-oxo-acetic acid). Run in C(C)OCC (diethylether). The product is C(C1=CC=CC=C1)C1CCN(CC1)C(C(=O)NC1=CC=C(C=C1)C#N)=O (2-(4-Benzyl-piperidin-1-yl)-N-(4-cyano-phenyl)-2-oxo-acetamide). RXN SMILES: [NH2:1][C:2]1[CH:9]=[CH:8][C:5]([C:6]#[N:7])=[CH:4][CH:3]=1.[CH2:10]([CH:17]1[CH2:22][CH2:21][N:20]([C:23](=[O:27])[C:24](O)=[O:25])[CH2:19][CH2:18]1)[C:11]1[CH:16]=[CH:15][CH:14]=[CH:13][CH:12]=1>C(OCC)C>[CH2:10]([CH:17]1[CH2:18][CH2:19][N:20]([C:23](=[O:27])[C:24]([NH:1][C:2]2[CH:9]=[CH:8][C:5]([C:6]#[N:7])=[CH:4][CH:3]=2)=[O:25])[CH2:21][CH2:22]1)[C:11]1[CH:12]=[CH:13][CH:14]=[CH:15][CH:16]=1. Reported procedure: The title compound is prepared from 4-amino-benzonitrile (Aldrich) and (4-benzyl-piperidin-1-yl)-oxo-acetic acid according to the method described in Example 2. Melting Point: 166-169° C. (diethylether) Reactants: C1=CC=CC=C1 (benzene), C1(=CC=CC=C1)C(C)C (cumene), C1(=CC=CC=C1)O (phenol), CC(=O)C (acetone). Product: C1(=CC=CC=C1)C(C)C (cumene), C(C)(C)(C1=CC=CC=C1)OO (cumyl hydroperoxide), C1(=CC=CC=C1)O (phenol). Reaction SMILES: [C:1]1([OH:7])[CH:6]=[CH:5][CH:4]=[CH:3][CH:2]=1.[CH:8]1[CH:13]=[CH:12][CH:11]=[CH:10][CH:9]=1.[C:14]1([CH:20]([CH3:22])[CH3:21])[CH:19]=[CH:18][CH:17]=[CH:16][CH:15]=1.CC(C)=[O:25]>>[C:14]1([CH:20]([CH3:22])[CH3:21])[CH:19]=[CH:18][CH:17]=[CH:16][CH:15]=1.[C:1]([O:7][OH:25])([C:8]1[CH:13]=[CH:12][CH:11]=[CH:10][CH:9]=1)([CH3:6])[CH3:2].[C:1]1([OH:7])[CH:6]=[CH:5][CH:4]=[CH:3][CH:2]=1. Procedure: The industrial synthesis of phenol comprises the alkylation steps of benzene to cumene, the oxidation of cumene to cumyl hydroperoxide and the subsequent rearrangement to give phenol and acetone. The reactants are OC=1C=C(C(=O)O)C=CC1 (3-hydroxybenzoic acid), N1CCOCC1 (Morpholine), N1CCOCC1 (morpholine). Solvent: C(C)O (ethanol). Yields the product OC=1C=C(C(=O)[O-])C=CC1.[NH2+]1CCOCC1 (morpholinium 3-hydroxybenzoate). Yield: 70.0%. Reaction SMILES: [OH:1][C:2]1[CH:3]=[C:4]([CH:8]=[CH:9][CH:10]=1)[C:5]([OH:7])=[O:6].[NH:11]1[CH2:16][CH2:15][O:14][CH2:13][CH2:12]1>C(O)C>[OH:1][C:2]1[CH:3]=[C:4]([CH:8]=[CH:9][CH:10]=1)[C:5]([O-:7])=[O:6].[NH2+:11]1[CH2:16][CH2:15][O:14][CH2:13][CH2:12]1 |f:3.4|. Reported procedure: In a conical flask, cold absolute ethanol (ca. 40 ml) was added to 99% pure 3-hydroxybenzoic acid (1.8495 g; 13.39 mmol). Dissolution of the acid was achieved at room temperature by constant stirring. Morpholine (1.1653 g, 13.39 mmol) was added dropwise to the acid solution. The reaction was exothermic and some white fumes were observed; the turbid white solution of the acid turned yellow on addition of the colourless morpholine. The opening of the conical flask was covered with parafilm which w... Starting materials: Cl[Si](C1=CC=CC=C1)(C)CCCC (chloro(n-butyl)methylphenyl silane), C([O-])([O-])=O.[Na+].[Na+] (sodium carbonate), CC1=C(C(=C(C1)C)C)C (1,2,3,4-tetramethylcyclopenta-1,3-diene), O1CCCC1 (tetrahydrofuran), resultant mixture, C(O)([O-])=O.[Na+] (sodium hydrogen carbonate). The solvent is C1(=CC=CC=C1)C (Toluene), C1(=CC=CC=C1)C (toluene). Conditions: temperature 50 celsius, time 2 hour. Product: C(CCC)CC1=C(C(=C(C1(C)[SiH2]C1=CC=CC=C1)C)C)C (1-n-butylmethylphenylsilyl-2,3,4,5-tetramethylcyclopentadiene). Yield: 77.4%. As a reaction SMILES: [CH3:1][C:2]1[CH2:6][C:5]([CH3:7])=[C:4]([CH3:8])[C:3]=1[CH3:9].Cl[Si:11](CCCC)(C)[C:12]1[CH:17]=[CH:16][CH:15]=[CH:14][CH:13]=1.C(=O)([O-])O.[Na+].[C:28](=O)([O-])[O-].[Na+].[Na+].O1[CH2:38][CH2:37][CH2:36][CH2:35]1>C1(C)C=CC=CC=1>[CH2:35]([CH2:9][C:3]1[C:2]([SiH2:11][C:12]2[CH:17]=[CH:16][CH:15]=[CH:14][CH:13]=2)([CH3:1])[C:6]([CH3:28])=[C:5]([CH3:7])[C:4]=1[CH3:8])[CH2:36][CH2:37][CH3:38] |f:2.3,4.5.6|. Reported procedure: After sodium hydride dispersed in mineral oil (0.80 g, 33.47 mmol as sodium hydride) was washed with hexane to remove the mineral oil under nitrogen atmosphere, tetrahydrofuran (38 mL) was added. The temperature of the mixture was elevated to 50° C. and aniline (0.21 g, 2.23 mmol) was added. The mixture was stirred at 50° C. for 1 hour. To the resultant mixture, a solution obtained by dissolving 1,2,3,4-tetramethylcyclopenta-1,3-diene (3.00 g, 24.55 mmol) in tetrahydrofuran (10 mL) was added dro... Reactants: O=c1[nH]ccn1-c1ccc(N2CCN(c3ccc(OCC(F)(F)C(F)F)cc3)CC2)cc1, CC(O)C1(c2ccc(F)cc2F)CO1. Yields the product CC(n1ccn(-c2ccc(N3CCN(c4ccc(OCC(F)(F)C(F)F)cc4)CC3)cc2)c1=O)C1(c2ccc(F)cc2F)CO1. As a reaction SMILES: [F:15][C:16]([CH2:17][O:18][c:19]1[cH:20][cH:21][c:22]([N:25]2[CH2:26][CH2:27][N:28]([c:31]3[cH:32][cH:33][c:34](-[n:37]4[c:38](=[O:42])[nH:39][cH:40][cH:41]4)[cH:35][cH:36]3)[CH2:29][CH2:30]2)[cH:23][cH:24]1)([CH:43]([F:44])[F:45])[F:46].[F:1][c:2]1[c:3]([C:9]2([CH:12]([CH3:13])[OH:14])[O:10][CH2:11]2)[cH:4][cH:5][c:6]([F:8])[cH:7]1>>[F:1][c:2]1[c:3]([C:9]2([CH:12]([CH3:13])[n:39]3[c:38](=[O:42])[n:37](-[c:34]4[cH:33][cH:32][c:31]([N:28]5[CH2:27][CH2:26][N:25]([c:22]6[cH:21][cH:20][c:19]([O:18][CH2:17][C:16]([F:15])([CH:43]([F:44])[F:45])[F:46])[cH:24][cH:23]6)[CH2:30][CH2:29]5)[cH:36][cH:35]4)[cH:41][cH:40]3)[O:10][CH2:11]2)[cH:4][cH:5][c:6]([F:8])[cH:7]1.